From a dataset of the Open Reaction Database (ORD), a public repository of structured organic reaction records. describe an organic reaction: reactants, conditions, products, and yield The reactants are Cl.N1CCC(CC1)C1=CC=C(C#N)C=C1 (4-(piperidin-4-yl)benzonitrile hydrochloride), Cl.N1CCC(CC1)C1=CC=C(C#N)C=C1 (4-(piperidin-4-yl)benzonitrile hydrochloride), CCN=C=NCCCN(C)C.Cl (EDC.HCl), C1(CCC1)C1=CC(=C(C(=O)O)C=C1C=1NC(=CN1)CC)C (4-cyclobutyl-5-(5-ethyl-1H-imidazol-2-yl)-2-methylbenzoic acid), C1(CCC1)C1=CC(=C(C(=O)O)C=C1C=1NC(=CN1)CC)C (4-cyclobutyl-5-(5-ethyl-1H-imidazol-2-yl)-2-methylbenzoic acid). Reagents/catalysts: CN(C1=CC=NC=C1)C (4-dimethylaminopyridine). Solvent: CN(C=O)C (N,N-dimethylformamide). Conditions: time 8 hour. The product is C1(CCC1)C1=CC(=C(C(=O)N2CCC(CC2)C2=CC=C(C#N)C=C2)C=C1C=1NC(=CN1)CC)C (4-(1-(4-Cyclobutyl-5-(5-ethyl-1H-imidazol-2-yl)-2-methylbenzoyl)piperidin-4-yl)benzonitrile). Yield: 28.5%. RXN SMILES: [CH:1]1([C:5]2[C:13]([C:14]3[NH:15][C:16]([CH2:19][CH3:20])=[CH:17][N:18]=3)=[CH:12][C:8]([C:9]([OH:11])=O)=[C:7]([CH3:21])[CH:6]=2)[CH2:4][CH2:3][CH2:2]1.Cl.[NH:23]1[CH2:28][CH2:27][CH:26]([C:29]2[CH:36]=[CH:35][C:32]([C:33]#[N:34])=[CH:31][CH:30]=2)[CH2:25][CH2:24]1.CCN=C=NCCCN(C)C.Cl>CN(C)C=O.CN(C)C1C=CN=CC=1>[CH:1]1([C:5]2[C:13]([C:14]3[NH:15][C:16]([CH2:19][CH3:20])=[CH:17][N:18]=3)=[CH:12][C:8]([C:9]([N:23]3[CH2:28][CH2:27][CH:26]([C:29]4[CH:36]=[CH:35][C:32]([C:33]#[N:34])=[CH:31][CH:30]=4)[CH2:25][CH2:24]3)=[O:11])=[C:7]([CH3:21])[CH:6]=2)[CH2:4][CH2:3][CH2:2]1 |f:1.2,3.4|. Procedure details: To a round-bottom flask was added a solution of 4-cyclobutyl-5-(5-ethyl-1H-imidazol-2-yl)-2-methylbenzoic acid (compound 245.3, 153 mg, 0.480 mmol, 1.00 equiv, 90%) in N,N-dimethylformamide (5 mL). 4-(Piperidin-4-yl)benzonitrile hydrochloride (compound 1.5, 132 mg, 0.590 mmol, 1.10 equiv), EDC.HCl (204 mg, 1.01 mmol, 2.00 equiv, 95%) and 4-dimethylaminopyridine (131 mg, 1.02 mmol, 2.00 equiv, 95%) were added to the reaction. The resulting solution was stirred overnight at room temperature, then ... Reactants: O=C1CCN(CC1)C(=O)OC(C)(C)C (tert-butyl 4-oxopiperidine-1-carboxylate), [I-].C[S+](=O)(C)C (trimethylsulfoxonium iodide), [OH-].[Na+] (sodium hydroxide). The reagents and catalysts are CCCC[N+](CCCC)(CCCC)CCCC.[Br-] (tetrabutylammomium bromide). The solvent is C1(=CC=CC=C1)C (toluene), O (water). Conditions: temperature 80 celsius. The product is O1CC12CCN(CC2)C(=O)OC(C)(C)C (tert-Butyl 1-oxa-6-azaspiro[2.5]octane-6-carboxylate). The yield is 86.4%. RXN SMILES: [O:1]=[C:2]1[CH2:7][CH2:6][N:5]([C:8]([O:10][C:11]([CH3:14])([CH3:13])[CH3:12])=[O:9])[CH2:4][CH2:3]1.[I-].[CH3:16][S+](C)(C)=O.[OH-].[Na+]>CCCC[N+](CCCC)(CCCC)CCCC.[Br-].C1(C)C=CC=CC=1.O>[O:1]1[C:2]2([CH2:3][CH2:4][N:5]([C:8]([O:10][C:11]([CH3:14])([CH3:13])[CH3:12])=[O:9])[CH2:6][CH2:7]2)[CH2:16]1 |f:1.2,3.4,5.6|. Procedure details: A solution of tert-butyl 4-oxopiperidine-1-carboxylate (2.00 g), trimethylsulfoxonium iodide (2.43 g) and tetrabutylammomium bromide (0.048 g) in toluene (20 mL) was added a solution of sodium hydroxide (5.02 mL) in water (6.3 mL) dropwise at room temperature. The resulting mixture was heated at 80° C. for 4 hours. The organic phase was separated and the aqueous layer was extracted with toluene. The combined extracts were washed with water, brine, dried and evaporated in vacuo and further dried ... Starting materials: CC1=C(CCl)C(=C(C=C1C)C)C (2,3,5,6-tetramethylbenzyl chloride), NC(C)CCCCC (2-aminoheptane), C1=CC=CC=C1 (benzene), [OH-].[Na+] (sodium hydroxide). Run in CO (methanol). Yields the product CC1=C(CNC(C)CCCCC)C(=C(C=C1C)C)C (2-(2,3,5,6-tetramethylbenzyl)aminoheptane). As a reaction SMILES: [CH3:1][C:2]1[C:9]([CH3:10])=[CH:8][C:7]([CH3:11])=[C:6]([CH3:12])[C:3]=1[CH2:4]Cl.[NH2:13][CH:14]([CH2:16][CH2:17][CH2:18][CH2:19][CH3:20])[CH3:15].C1C=CC=CC=1.[OH-].[Na+]>CO>[CH3:1][C:2]1[C:9]([CH3:10])=[CH:8][C:7]([CH3:11])=[C:6]([CH3:12])[C:3]=1[CH2:4][NH:13][CH:14]([CH2:16][CH2:17][CH2:18][CH2:19][CH3:20])[CH3:15] |f:3.4|. Procedure details: 36.5 g (0.2 mol) of 2,3,5,6-tetramethylbenzyl chloride, 46.0 g (0.4 mol) of 2-aminoheptane and 100 ml of benzene are refluxed for 2 hours. The solvent is then removed in vacuo. A solution of 8 g (0.2 mol) of sodium hydroxide in methanol is then added to the residue to liberate the free base. The reaction product is separated from the precipitated sodium chloride by means of a suction filter, and the excess of 2-aminoheptane is removed by vacuum distillation. The 2-(2,3,5,6-tetramethylbenzyl)amin... The reactants are Cl.NNC(=O)N (semicarbazide hydrochloride), Cl (HCl), CN(C1=C(C(=CC=C1)[N+](=O)[O-])C)C (N,N-dimethyl-2-methyl-3-nitroaniline), CN(C)C(N(C)C)N(C)C (tris(dimethylamino)methane), EtOAc-hexanes. The solvent is O (water), CN(C)C=O (DMF), CN(C)C=O (DMF). Run at temperature 115 celsius, time 30 minute. The product is CN(C1=C(C(=CC=C1)[N+](=O)[O-])CC=NNC(=O)N)C (2-(2-Dimethylamino-6-nitrophenyl) acetaldehyde semicarbazone). As a reaction SMILES: [CH3:1][N:2]([CH3:13])[C:3]1[CH:8]=[CH:7][CH:6]=[C:5]([N+:9]([O-:11])=[O:10])[C:4]=1[CH3:12].[CH3:14]N(C(N(C)C)N(C)C)C.Cl.[NH2:25][NH:26][C:27]([NH2:29])=[O:28].Cl>CN(C=O)C.O>[CH3:1][N:2]([CH3:13])[C:3]1[CH:8]=[CH:7][CH:6]=[C:5]([N+:9]([O-:11])=[O:10])[C:4]=1[CH2:12][CH:14]=[N:25][NH:26][C:27]([NH2:29])=[O:28] |f:2.3|. Reported procedure: To a stirred solution of N,N-dimethyl-2-methyl-3-nitroaniline (5.40 g, 30 mmol) in dry DMF (30 ml) was added tris(dimethylamino)methane (6.54 g, 45 mmol) and the mixture was heated to 115° C. under N2 for 4 h. The progress of the reaction was monitored by TLC [EtOAc-hexanes (1:3)]. The dark red solution was cooled in an ice bath, diluted with DMF (20 ml) and a solution of semicarbazide hydrochloride (3.51 g, 31.5 mmol) and conc. HCl (5.4 ml) in water (50 ml) was added. Stirring was continued for... Starting materials: ClC=1C=C(C=CC(=O)O)C=CC1 (3-chlorocinnamic acid), C(C(=O)Cl)(=O)Cl (oxalyl chloride), CN(C1CN(CC1)C=1SC2=C(N1)C=CC(=C2)N)C (2-(3-dimethylamino-pyrrolidin-1-yl)-benzothiazol-6-ylamine). The reagents and catalysts are CN(C)C=O (DMF). The solvent is C(Cl)Cl (CH2Cl2), C(Cl)Cl (CH2Cl2), C(Cl)Cl (CH2Cl2). Product: ClC=1C=C(C=CC1)C=CC(=O)NC1=CC2=C(N=C(S2)N2CC(CC2)N(C)C)C=C1 (3-(3-Chloro-phenyl)-N-[2-(3-dimethylamino-pyrrolidin-1-yl)-benzothiazol-6-yl]-acrylamide). Yield: 49.2%. As a reaction SMILES: [Cl:1][C:2]1[CH:3]=[C:4]([CH:10]=[CH:11][CH:12]=1)[CH:5]=[CH:6][C:7]([OH:9])=O.C(Cl)(=O)C(Cl)=O.[CH3:19][N:20]([CH3:36])[CH:21]1[CH2:25][CH2:24][N:23]([C:26]2[S:27][C:28]3[CH:34]=[C:33]([NH2:35])[CH:32]=[CH:31][C:29]=3[N:30]=2)[CH2:22]1>CN(C=O)C.C(Cl)Cl>[Cl:1][C:2]1[CH:3]=[C:4]([CH:5]=[CH:6][C:7]([NH:35][C:33]2[CH:32]=[CH:31][C:29]3[N:30]=[C:26]([N:23]4[CH2:24][CH2:25][CH:21]([N:20]([CH3:36])[CH3:19])[CH2:22]4)[S:27][C:28]=3[CH:34]=2)=[O:9])[CH:10]=[CH:11][CH:12]=1. Reported procedure: Combine 3-chlorocinnamic acid (0.104 g, 0.572 mmol), CH2Cl2 (13 mL), and DMF (3 drops) with stirring. Add oxalyl chloride (0.17 mL, 1.91 mmol) and stir the mixture for 2.5 h at room temperature. Concentrate the mixture in vacuo, add hexane (approximately 10 mL), re-concentrate in vacuo, and add CH2Cl2 (4.0 mL). Transfer the mixture to a 40 mL reaction vial and add a mixture of 2-(3-dimethylamino-pyrrolidin-1-yl)-benzothiazol-6-ylamine (0.100 g, 0.381 mmol) (Example 1, step 3) in CH2Cl2 (5.0 mL).... Starting materials: 25, ClCCCN1CCC(CC1)C(=O)C1=CC=C(C=C1)F ([1-(3-chloropropyl)-4-piperidinyl](4-fluorophenyl)methanone), [Cl-] (chloride), O=C(CC(=O)OCC)C (ethyl 3-oxobutanoate), [H-].[Na+] (sodium hydride). Run in CC1=CC=CC=C1 (methylbenzene), CC1=CC=CC=C1 (methylbenzene). Run at temperature 40 celsius, time 8 hour. The product is 24, C(C)(=O)C(C(=O)OCC)CCCN1CCC(CC1)C(C1=CC=C(C=C1)F)=O (ethyl α-acetyl-4-(4-fluorobenzoyl)-1-piperidinepentanoate). RXN SMILES: [H-].[Na+].[O:3]=[C:4]([CH3:11])[CH2:5][C:6]([O:8][CH2:9][CH3:10])=[O:7].[Cl-].Cl[CH2:14][CH2:15][CH2:16][N:17]1[CH2:22][CH2:21][CH:20]([C:23]([C:25]2[CH:30]=[CH:29][C:28]([F:31])=[CH:27][CH:26]=2)=[O:24])[CH2:19][CH2:18]1>CC1C=CC=CC=1>[C:4]([CH:5]([CH2:14][CH2:15][CH2:16][N:17]1[CH2:22][CH2:21][CH:20]([C:23](=[O:24])[C:25]2[CH:30]=[CH:29][C:28]([F:31])=[CH:27][CH:26]=2)[CH2:19][CH2:18]1)[C:6]([O:8][CH2:9][CH3:10])=[O:7])(=[O:3])[CH3:11] |f:0.1|. Reported procedure: To a stirred mixture of 4 parts of a sodium hydride dispersion 60% in 180 parts of methylbenzene are added dropwise 12 parts of ethyl 3-oxobutanoate at room temperature. Then there is added 1 part of N,N,N-tridecylmethanammonium chloride and the whole is warmed to 40° C. At this temperature, a solution of 25 parts of [1-(3-chloropropyl)-4-piperidinyl](4-fluorophenyl)methanone in 45 parts of methylbenzene is added slowly. The whole is heated to reflux and stirring is continued overnight at reflux... The reactants are O=C(OCc1ccccc1)c1cc(Br)c(OCc2ccccc2)cc1OCc1ccccc1, CO, Cl, [Na+], [OH-]. Product: O=C(O)c1cc(Br)c(OCc2ccccc2)cc1OCc1ccccc1. Reaction SMILES: [CH2:1]([c:2]1[cH:3][cH:4][cH:5][cH:6][cH:7]1)[O:8][C:9]([c:10]1[c:11]([O:25][CH2:26][c:27]2[cH:28][cH:29][cH:30][cH:31][cH:32]2)[cH:12][c:13]([O:17][CH2:18][c:19]2[cH:20][cH:21][cH:22][cH:23][cH:24]2)[c:14]([Br:16])[cH:15]1)=[O:33].[CH3:37][OH:38].[ClH:36].[Na+:35].[OH-:34]>>[O:8]=[C:9]([c:10]1[c:11]([O:25][CH2:26][c:27]2[cH:28][cH:29][cH:30][cH:31][cH:32]2)[cH:12][c:13]([O:17][CH2:18][c:19]2[cH:20][cH:21][cH:22][cH:23][cH:24]2)[c:14]([Br:16])[cH:15]1)[OH:33]. Reactants: CN(C1=CC=C(C=C1)[N+](=CC1=C(C=NN1C1=NC=C(C=C1Cl)C(F)(F)F)C#N)[O-])C (N-[4-(dimethylamino)phenyl]-a-[4-cyano-1-(3-chloro-5-trifluoromethylpyridin-2-yl)-1H-pyrazol-5-yl]nitrone), C(C)(=O)OCC (ethyl acetate), Cl (hydrochloric acid). Yields the product C(#N)C=1C=NN(C1C=O)C1=NC=C(C=C1Cl)C(F)(F)F (4-cyano-5-formyl-1-(3-chloro-5-trifluoromethylpyridin-2-yl)-1H-pyrazole). As a reaction SMILES: CN(C)C1C=CC([N+]([O-])=[CH:10][C:11]2[N:15]([C:16]3[C:21]([Cl:22])=[CH:20][C:19]([C:23]([F:26])([F:25])[F:24])=[CH:18][N:17]=3)[N:14]=[CH:13][C:12]=2[C:27]#[N:28])=CC=1.Cl.C(OCC)(=[O:34])C>>[C:27]([C:12]1[CH:13]=[N:14][N:15]([C:16]2[C:21]([Cl:22])=[CH:20][C:19]([C:23]([F:26])([F:25])[F:24])=[CH:18][N:17]=2)[C:11]=1[CH:10]=[O:34])#[N:28]. Reported procedure: To a stirred suspension of 7.6 grams (0.02 mole) of N-[4-(dimethylamino)phenyl]-a-[4-cyano-1-(3-chloro-5-trifluoromethylpyridin-2-yl)-1H-pyrazol-5-yl]nitrone in 300 mL of ethyl acetate was added 400 mL of aqueous 6N hydrochloric acid, at which time all of the solid material dissolved. The aqueous layer was separated and extracted with one portion of ethyl acetate. An aqueous solution saturated with sodium chloride was added to the aqueous layer, and the mixture was extracted several more times w... Reactants: C(C)OC(=O)C1=NC(=CC=C1)COC1=CC=C(C=C1)I (6-(4-iodo-phenoxymethyl) -pyridine-2-carboxylic acid ethyl ester), C(C)OC(=O)C1=NC(=CC=C1)COC1=CC=C(C=C1)I (6-(4-iodo-phenoxymethyl) -pyridine-2-carboxylic acid ethyl ester), C1OC=2C=C(C=CC2O1)B(O)O (3,4-methylenedioxybenzeneboronic acid). Yields the product O1COC2=C1C=CC(=C2)C2=CC=C(OCC1=CC=CC(=N1)C(=O)O)C=C2 (6-(4-Benzo[1,3]dioxol-5-yl-phenoxymethyl)-pyridine-2-carboxylic acid). As a reaction SMILES: C([O:3][C:4]([C:6]1[CH:11]=[CH:10][CH:9]=[C:8]([CH2:12][O:13][C:14]2[CH:19]=[CH:18][C:17](I)=[CH:16][CH:15]=2)[N:7]=1)=[O:5])C.[CH2:21]1[O:29][C:28]2[CH:27]=[CH:26][C:25](B(O)O)=[CH:24][C:23]=2[O:22]1>>[O:22]1[C:23]2[CH:24]=[CH:25][C:26]([C:17]3[CH:16]=[CH:15][C:14]([O:13][CH2:12][C:8]4[N:7]=[C:6]([C:4]([OH:3])=[O:5])[CH:11]=[CH:10][CH:9]=4)=[CH:19][CH:18]=3)=[CH:27][C:28]=2[O:29][CH2:21]1. Procedure details: 6-(4-Benzo[1,3]dioxol-5-yl-phenoxymethyl)-pyridine-2-carboxylic acid was prepared using general procedure 3 from 6-(4-iodo-phenoxymethyl)-pyridine-2-carboxylic acid ethyl ester (of Intermediate 3) and 3,4-methylenedioxybenzeneboronic acid (ASDI Incorporated, Newark, Del.). Mass spectrum MH+=350. Starting materials: CCO, Cc1cc(C(C)C)cc(C)c1CC#N, Cl. The product is Cc1cc(C(C)C)cc(C)c1CC(=N)O, Cl. RXN SMILES: [CH3:15][CH2:16][OH:17].[CH3:1][c:2]1[c:3]([CH2:12][C:13]#[N:14])[c:4]([CH3:11])[cH:5][c:6]([CH:8]([CH3:9])[CH3:10])[cH:7]1.[ClH:18]>>[CH3:1][c:2]1[c:3]([CH2:12][C:13](=[NH:14])[OH:17])[c:4]([CH3:11])[cH:5][c:6]([CH:8]([CH3:9])[CH3:10])[cH:7]1.[ClH:18].